From a dataset of the Open Reaction Database (ORD), a public repository of structured organic reaction records. describe an organic reaction: reactants, conditions, products, and yield Starting materials: N=O (iminoether), COC(CNC)OC (methylamino acetaldehyde dimethyl acetal), Cl (Hydrogen chloride), C(#N)C1=CC=C(C=C1)O (p-cyanophenol), CO (methanol), CO (methanol). Run at time 8 hour. The product is CN1C(=NC=C1)C1=CC=C(C=C1)O (4-(1-Methyl-1H-imidazol-2-yl)phenol). The yield is 66.7%. As a reaction SMILES: Cl.[C:2]([C:4]1[CH:9]=[CH:8][C:7]([OH:10])=[CH:6][CH:5]=1)#[N:3].N=O.CO[CH:15](OC)[CH2:16][NH:17]C.[CH3:21]O>>[CH3:21][N:3]1[CH:15]=[CH:16][N:17]=[C:2]1[C:4]1[CH:9]=[CH:8][C:7]([OH:10])=[CH:6][CH:5]=1. Procedure: Hydrogen chloride gas was bubbled through a chilled solution of p-cyanophenol (30 g, 0.25 mole) in methanol (120 mo) for 70 min. The heavy suspension was stoppered and stirred overnight. After cooling in an ice bath, the solid was collected by filtration and rinsed twice with cold methanol. The solid was dried under nitrogen to give 46.56 g. The solid iminoether was resuspended in methanol (150 ml) and treated with methylamino acetaldehyde dimethyl acetal (42 ml, 0.325 m) and then heated at refl... Reactants: COCN(Cc1ccccc1)C[Si](C)(C)C, COC(=O)C=Cc1ccc(OC)c(OC2CCCC2)c1, ClCCl, O=C(O)C(F)(F)F. The product is COC(=O)C1CN(Cc2ccccc2)CC1c1ccc(OC)c(OC2CCCC2)c1. RXN SMILES: [CH3:1][O:2][CH2:3][N:4]([CH2:5][c:6]1[cH:7][cH:8][cH:9][cH:10][cH:11]1)[CH2:12][Si:13]([CH3:14])([CH3:15])[CH3:16].[CH:17]1([O:22][c:23]2[cH:24][c:25]([CH:31]=[CH:32][C:33](=[O:34])[O:35][CH3:36])[cH:26][cH:27][c:28]2[O:29][CH3:30])[CH2:18][CH2:19][CH2:20][CH2:21]1.[Cl:44][CH2:45][Cl:46].[OH:37][C:38]([C:39]([F:40])([F:41])[F:42])=[O:43]>>[CH2:3]1[N:4]([CH2:5][c:6]2[cH:7][cH:8][cH:9][cH:10][cH:11]2)[CH2:12][CH:31]([c:25]2[cH:24][c:23]([O:22][CH:17]3[CH2:18][CH2:19][CH2:20][CH2:21]3)[c:28]([O:29][CH3:30])[cH:27][cH:26]2)[CH:32]1[C:33](=[O:34])[O:35][CH3:36]. The product is N1(CCOCC1)CC=1SC=C(N1)C(=O)NC1=C2C=NNC2=CC(=C1)C1=C2C(=NC=C1)NC=C2 (2-(4-Morpholinylmethyl)-N-[6-(1H-pyrrolo[2,3-b]pyridin-4-yl)-1H-indazol-4-yl]-1,3-thiazole-4-carboxamide). Reaction conditions: temperature 90 celsius, time 1.5 hour. The reactants are C(C)(C)O (Isopropanol), [OH-].[Na+] (NaOH), ClCC=1SC=C(N1)C(=O)NC1=C2C=NN(C2=CC(=C1)C1=C2C(=NC=C1)N(C=C2)S(=O)(=O)C2=CC=CC=C2)S(=O)(=O)C2=CC=CC=C2 (2-(Chloromethyl)-N-{1-(phenylsulfonyl)-6-[1-(phenylsulfonyl)-1H-pyrrolo[2,3-b]pyridin-4-yl]-1H-indazol-4-yl}-1,3-thiazole-4-carboxamide), N1CCOCC1 (morpholine), C(C)(C)O (Isopropanol), [OH-].[Na+] (NaOH). As a reaction SMILES: Cl[CH2:2][C:3]1[S:4][CH:5]=[C:6]([C:8]([NH:10][C:11]2[CH:19]=[C:18]([C:20]3[CH:25]=[CH:24][N:23]=[C:22]4[N:26](S(C5C=CC=CC=5)(=O)=O)[CH:27]=[CH:28][C:21]=34)[CH:17]=[C:16]3[C:12]=2[CH:13]=[N:14][N:15]3S(C2C=CC=CC=2)(=O)=O)=[O:9])[N:7]=1.[NH:47]1[CH2:52][CH2:51][O:50][CH2:49][CH2:48]1.C(O)(C)C.[OH-].[Na+]>CS(C)=O>[N:47]1([CH2:2][C:3]2[S:4][CH:5]=[C:6]([C:8]([NH:10][C:11]3[CH:19]=[C:18]([C:20]4[CH:25]=[CH:24][N:23]=[C:22]5[NH:26][CH:27]=[CH:28][C:21]=45)[CH:17]=[C:16]4[C:12]=3[CH:13]=[N:14][NH:15]4)=[O:9])[N:7]=2)[CH2:52][CH2:51][O:50][CH2:49][CH2:48]1 |f:3.4|. Procedure details: 2-(Chloromethyl)-N-{1-(phenylsulfonyl)-6-[1-(phenylsulfonyl)-1H-pyrrolo[2,3-b]pyridin-4-yl]-1H-indazol-4-yl}-1,3-thiazole-4-carboxamide (30 mg, 0.044 mmol) and morpholine (0.5 ml, 5.74 mmol) were mixed then heated in the microwave for 15 min at 90° C. The solvent was blown off under nitrogen. Isopropanol (1.5 mL) and 2M NaOH (1.500 ml) were added. The reaction mixture was stirred for 1.5 h. Further Isopropanol (1.5 mL) and 2M NaOH (1.5 mL) were added to the mixture which was stirred for 26 hours... The solvent is CS(=O)C (DMSO). The yield is 19.8%. Starting materials: C(C)OC(=O)N1C(C2=CC(=C(C=C2C=C1)O)OC)CC1=CC(=CC=C1)OCC (6-hydroxy-7-methoxy-1-(3-ethoxy-benzyl)-1H-isoquinoline-2-carboxylic acid ethyl ester), C(C)(=O)OC(C)=O (acetic anhydride). The solvent is N1=CC=CC=C1 (pyridine). Conditions: time 15 hour. Yields the product C(C)OC(=O)N1C(C2=CC(=C(C=C2C=C1)OC(C)=O)OC)CC1=CC(=CC=C1)OCC (6-acetoxy-7-methoxy-1-(3-ethoxy-benzyl)-1H-isoquinoline-2-carboxylic acid ethyl ester). As a reaction SMILES: [CH2:1]([O:3][C:4]([N:6]1[CH:15]=[CH:14][C:13]2[C:8](=[CH:9][C:10]([O:17][CH3:18])=[C:11]([OH:16])[CH:12]=2)[CH:7]1[CH2:19][C:20]1[CH:25]=[CH:24][CH:23]=[C:22]([O:26][CH2:27][CH3:28])[CH:21]=1)=[O:5])[CH3:2].[C:29](OC(=O)C)(=[O:31])[CH3:30]>N1C=CC=CC=1>[CH2:1]([O:3][C:4]([N:6]1[CH:15]=[CH:14][C:13]2[C:8](=[CH:9][C:10]([O:17][CH3:18])=[C:11]([O:16][C:29](=[O:31])[CH3:30])[CH:12]=2)[CH:7]1[CH2:19][C:20]1[CH:25]=[CH:24][CH:23]=[C:22]([O:26][CH2:27][CH3:28])[CH:21]=1)=[O:5])[CH3:2]. Reported procedure: To a stirred solution of 6-hydroxy-7-methoxy-1-(3-ethoxy-benzyl)-1H-isoquinoline-2-carboxylic acid ethyl ester (6 g, 0.59 mmol) in pyridine (112 mL) was added acetic anhydride (56 mL). The reaction mixture was stirred at room temperature for 15 hrs. The mixture was concentrated in vacuo to afford 6-acetoxy-7-methoxy-1-(3-ethoxy-benzyl)-1H-isoquinoline-2-carboxylic acid ethyl ester. The crude product was used without further purification. Starting materials: C[P+](C)(C)CC#N, Cc1ccccc1, C[Si](C)(C)[N-][Si](C)(C)C, [Cl-], CC(O)c1ccccc1F, CC(C)N1CCN(C(=O)c2ccc3[nH]c(C(=O)N4CCC(F)(F)CC4)cc3c2)CC1, [K+]. The product is CC(C)N1CCN(C(=O)c2ccc3c(c2)cc(C(=O)N2CCC(F)(F)CC2)n3C(C)c2ccccc2F)CC1. Reaction SMILES: [C:2]([CH2:3][P+:4]([CH3:5])([CH3:6])[CH3:7])#[N:8].[CH3:59][c:60]1[cH:61][cH:62][cH:63][cH:64][cH:65]1.[CH3:9][Si:10]([N-:11][Si:12]([CH3:13])([CH3:14])[CH3:15])([CH3:16])[CH3:17].[Cl-:1].[F:19][c:20]1[c:21]([CH:26]([CH3:27])[OH:28])[cH:22][cH:23][cH:24][cH:25]1.[F:29][C:30]1([F:58])[CH2:31][CH2:32][N:33]([C:36](=[O:37])[c:38]2[nH:39][c:40]3[cH:41][cH:42][c:43]([C:47](=[O:48])[N:49]4[CH2:50][CH2:51][N:52]([CH:55]([CH3:56])[CH3:57])[CH2:53][CH2:54]4)[cH:44][c:45]3[cH:46]2)[CH2:34][CH2:35]1.[K+:18]>>[F:19][c:20]1[c:21]([CH:26]([CH3:27])[n:39]2[c:38]([C:36]([N:33]3[CH2:32][CH2:31][C:30]([F:29])([F:58])[CH2:35][CH2:34]3)=[O:37])[cH:46][c:45]3[c:40]2[cH:41][cH:42][c:43]([C:47](=[O:48])[N:49]2[CH2:50][CH2:51][N:52]([CH:55]([CH3:56])[CH3:57])[CH2:53][CH2:54]2)[cH:44]3)[cH:22][cH:23][cH:24][cH:25]1. Starting materials: S(=O)(=O)([O-])[O-].[Na+].[Na+] (Sodium sulfate), ClC(C(O)O)(Cl)Cl (chloral hydrate), C(C)(C)(C)C1=C(C=CC(=C1)C(C)(C)C)N (2,4-di-tert-butyl-phenylamine), Cl.NO (hydroxylamine hydrochloride). The solvent is O (water), O (water), Cl (HCl), O (water). Conditions: temperature 100 celsius. Yields the product C(C)(C)(C)C1=C(C=CC(=C1)C(C)(C)C)NC(/C=N/O)=O (N-(2,4-Di-tert-butyl-phenyl)-2-[(E)-hydroxyimino]-acetamide). Isolated yield 24.8%. Reaction SMILES: S([O-])([O-])(=O)=O.[Na+].[Na+].Cl[C:9](Cl)(Cl)[CH:10]([OH:12])O.[C:15]([C:19]1[CH:24]=[C:23]([C:25]([CH3:28])([CH3:27])[CH3:26])[CH:22]=[CH:21][C:20]=1[NH2:29])([CH3:18])([CH3:17])[CH3:16].Cl.[NH2:31][OH:32]>O.Cl>[C:15]([C:19]1[CH:24]=[C:23]([C:25]([CH3:28])([CH3:27])[CH3:26])[CH:22]=[CH:21][C:20]=1[NH:29][C:10](=[O:12])/[CH:9]=[N:31]/[OH:32])([CH3:18])([CH3:17])[CH3:16] |f:0.1.2,5.6|. Procedure: Sodium sulfate (20.75 g, 146 mmol) and chloral hydrate (2.78 g, 17 mmol) were dissolved in water (30 mL). Then a solution of 2,4-di-tert-butyl-phenylamine [prepared according to P. D. Bartlett, M. Roha, R. M. Stiles, J. Am. Chem. Soc. 1954, 76, 2349-2353] (3 g, 14.6 mmol) in water (6 mL), 25% HCl (1.9 mL), and a solution of hydroxylamine hydrochloride (3.25 g, 47 mmol) in water (8 mL) were added. The mixture was heated at 100° C. for 1 h. Extraction with ethyl acetate and chromathography on sili... The reactants are [N+](=O)([O-])C=1C=C(C(=O)C2=CC(=C(C=C2)F)[N+](=O)[O-])C=CC1Cl (3,3'-dinitro-4-chloro-4'-fluoro benzophenone), C1=CC=CC=C1 (benzene), aqueous solution, C([O-])([O-])=O.[K+].[K+] (potassium carbonate), aqueous solution, [H][H] (hydrogen), [H][H] (hydrogen). The reagents and catalysts are [Pd] (palladium black), [Cl-].C(CCCCCCC)[N+](C)(CCCCCCCC)CCCCCCCC (trioctylmethyl ammonium chloride). The solvent is Cl (hydrochloric acid). Conditions: time 6 hour. Yields the product NC=1C=C(C(=O)C2=CC(=CC=C2)N)C=CC1 (3,3'-diamino benzophenone). The yield is 104.3%. As a reaction SMILES: [N+:1]([C:4]1[CH:5]=[C:6]([CH:19]=[CH:20][C:21]=1Cl)[C:7]([C:9]1[CH:14]=[CH:13][C:12](F)=[C:11]([N+:16]([O-])=O)[CH:10]=1)=[O:8])([O-])=O.C1C=CC=CC=1.[H][H].C(=O)([O-])[O-].[K+].[K+]>[Pd].[Cl-].C([N+](CCCCCCCC)(CCCCCCCC)C)CCCCCCC.Cl>[NH2:1][C:4]1[CH:5]=[C:6]([CH:19]=[CH:20][CH:21]=1)[C:7]([C:9]1[CH:14]=[CH:13][CH:12]=[C:11]([NH2:16])[CH:10]=1)=[O:8] |f:3.4.5,7.8|. Reported procedure: To a closed glass vessel equipped with a thermometer and a stirrer, there are added 49 g (0.15 moles) of 3,3'-dinitro-4-chloro-4'-fluoro benzophenone, 1 g of palladium black catalyst and 300 ml of benzene. While the mixture being stirred at 65°-70° C., 20.2 l (0.9 moles) of hydrogen is absorbed therein during about 6 hours. Then, after there are added 180 g (0.45 moles) of 35% aqueous solution of potassium carbonate and 3 g of 90% aqueous solution of trioctylmethyl ammonium chloride (available f... Reactants: F[B-](F)(F)F.F[B-](F)(F)F.F[N+]1=C(C=CC=C1)C1=[N+](C=CC=C1)F (N,N′-difluoro-2,2′-bipyridinium bis(tetrafluoroborate)), F[B-](F)(F)F.F[B-](F)(F)F.F[N+]1=C(C=CC=C1)C1=[N+](C=CC=C1)F (N,N′-difluoro-2,2′-bipyridinium bis(tetrafluoroborate)), C([O-])(O)=O.[Na+] (sodium bicarbonate), CC1=C(C(=O)N(C)C)C=C(C=C1)N1CCOCC1 (2,N,N-Trimethyl-5-morpholin-4-ylbenzamide). Run in C(C)#N (acetonitrile). Run at temperature 0 celsius, time 1 hour. The product is FC1=CC(=C(C(=O)N(C)C)C=C1N1CCOCC1)C (4-fluoro-2,N,N-trimethyl-5-morpholin-4-ylbenzamide), FC1=C(C(=O)N(C)C)C(=CC=C1N1CCOCC1)C (2-fluoro-6,N,N-trimethyl-3-morpholin-4-ylbenzamide). Yield: 7.2%. Reaction SMILES: F[B-](F)(F)F.[F:6][B-](F)(F)F.[F:11][N+]1C=CC=CC=1C1C=CC=C[N+]=1F.[CH3:25][C:26]1[CH:36]=[CH:35][C:34]([N:37]2[CH2:42][CH2:41][O:40][CH2:39][CH2:38]2)=[CH:33][C:27]=1[C:28]([N:30]([CH3:32])[CH3:31])=[O:29].C(=O)(O)[O-].[Na+]>C(#N)C>[F:11][C:35]1[C:34]([N:37]2[CH2:42][CH2:41][O:40][CH2:39][CH2:38]2)=[CH:33][C:27]([C:28]([N:30]([CH3:32])[CH3:31])=[O:29])=[C:26]([CH3:25])[CH:36]=1.[F:6][C:33]1[C:34]([N:37]2[CH2:42][CH2:41][O:40][CH2:39][CH2:38]2)=[CH:35][CH:36]=[C:26]([CH3:25])[C:27]=1[C:28]([N:30]([CH3:32])[CH3:31])=[O:29] |f:0.1.2,4.5|. Reported procedure: 393 mg (1.10 mmol) of N,N′-difluoro-2,2′-bipyridinium bis(tetrafluoroborate) was added to 7 ml of an acetonitrile solution containing 458 mg (1.84 mmol) of the 2, N,N-trimethyl-5-morpholin-4-ylbenzamide obtained in Step B of Example 80 under cooling on ice. The obtained mixture was stirred at 0° C. for 1 hour, then at a room temperature for 1 hour, then at 50° C. for 1 hour, then at 80° C. for 2.5 days, and then under heating to reflux for 2 hours. Thereafter, 357 mg (1.0 mmol) of N,N′-difluoro-... RXN SMILES: [NH2:1][C:2]1[N:7]=[C:6]([CH3:8])[CH:5]=[C:4]([CH3:9])[N:3]=1.[CH3:10][O:11][C:12]([C:14]1[CH:19]=[CH:18][CH:17]=[CH:16][C:15]=1[S:20]([N:23]=[C:24]=[O:25])(=[O:22])=[O:21])=[O:13]>C(#N)C>[CH3:9][C:4]1[CH:5]=[C:6]([CH3:8])[N:7]=[C:2]([NH:1][C:24]([NH:23][S:20]([C:15]2[CH:16]=[CH:17][CH:18]=[CH:19][C:14]=2[C:12]([O:11][CH3:10])=[O:13])(=[O:22])=[O:21])=[O:25])[N:3]=1. Starting materials: NC1=NC(=CC(=N1)C)C (2-amino-4,6-dimethylpyrimidine), COC(=O)C1=C(C=CC=C1)S(=O)(=O)N=C=O (2-methoxycarbonylbenzenesulfonylisocyanate). The solvent is C(C)#N (acetonitrile). Product: CC1=NC(=NC(=C1)C)NC(=O)NS(=O)(=O)C1=C(C=CC=C1)C(=O)OC (N-[(4,6-Dimethylpyrimidin-2-yl)aminocarbonyl]-2-methoxycarbonylbenzenesulfonamide). Procedure details: To 37 g. of 2-amino-4,6-dimethylpyrimidine in 500 ml of anhydrous acetonitrile was added 67 g of 2-methoxycarbonylbenzenesulfonylisocyanate with stirring at ambient temperatures. The resulting mixture was thereafter stirred for sixteen hours and then filtered to remove the desired product which had precipitated as a white solid, m.p. 198°-202°. It showed infrared absorption peaks at 1750, 1700, 1600 and 1550 cm-1, consistent for the desired compound.